Dataset: the Open Reaction Database (ORD), a public repository of structured organic reaction records. Task: describe an organic reaction: reactants, conditions, products, and yield Reactants: C[Si](C)(C)C#N (trimethylsilyl cyanide), C[B-](F)(F)F.[K+] (Potassium methyltrifluoroborate), K[CH3BF3]. Conditions: temperature 80 celsius, time 24 hour. Yields the product C[Si](C)(C)C#N (trimethylsilyl cyanide), C[Si](F)(C)C (trimethylfluorosilane). As a reaction SMILES: C[B-](F)(F)[F:3].[K+].[CH3:7][Si:8]([C:11]#[N:12])([CH3:10])[CH3:9]>>[CH3:7][Si:8]([C:11]#[N:12])([CH3:10])[CH3:9].[CH3:7][Si:8]([CH3:11])([CH3:9])[F:3] |f:0.1|. Procedure details: Potassium methyltrifluoroborate, K[CH3BF3] (500 mg, 4.10 mmol), is suspended in trimethylsilyl cyanide (20 ml, 149.9 mmol). The reaction mixture is stirred at 50° C. for 2 days and subsequently at 80° C. for 24 hours. Excess trimethylsilyl cyanide and trimethylfluorosilane formed are distilled off and can be employed for further reactions. A slightly reddish solid is obtained.